Dataset: the Open Reaction Database (ORD), a public repository of structured organic reaction records. Task: describe an organic reaction: reactants, conditions, products, and yield The reactants are COc1ccc2c(c1)N=C(NC(=O)c1cccnc1)N1CCN=C21, CN1CCCC1=O. The product is O=C(NC1=Nc2cc(O)ccc2C2=NCCN12)c1cccnc1. RXN SMILES: [CH3:1][O:2][c:3]1[cH:4][cH:5][c:6]2[c:11]([cH:12]1)[N:10]=[C:9]([NH:13][C:14]([c:15]1[cH:16][n:17][cH:18][cH:19][cH:20]1)=[O:21])[N:8]1[C:7]2=[N:24][CH2:23][CH2:22]1.[CH3:25][N:26]1[CH2:27][CH2:28][CH2:29][C:30]1=[O:31]>>[OH:2][c:3]1[cH:4][cH:5][c:6]2[c:11]([cH:12]1)[N:10]=[C:9]([NH:13][C:14]([c:15]1[cH:16][n:17][cH:18][cH:19][cH:20]1)=[O:21])[N:8]1[C:7]2=[N:24][CH2:23][CH2:22]1. Reactants: C(C)(C)(C)C1=CC(=C(C=N1)C=1N([C@]([C@](N1)(C)C1=CC=C(C=C1)Cl)(C)C1=CC=C(C=C1)Cl)C(=O)N1CCC(CC1)NCC(=O)O)OCC ({1-[(4S,5R)-2-(6-tert-Butyl-4-ethoxy-pyridin-3-yl)-4,5-bis-(4-chloro-phenyl)-4,5-dimethyl-4,5-dihydro-imidazole-1-carbonyl]-piperidin-4-ylamino}-acetic acid), OC(CN)CO (N-(2,3-dihydroxy-propyl)-amine). Product: C(C)(C)(C)C1=CC(=C(C=N1)C=1N([C@]([C@](N1)(C)C1=CC=C(C=C1)Cl)(C)C1=CC=C(C=C1)Cl)C(=O)N1CCC(CC1)NCC(=O)NCC(CO)O)OCC (2-{1-[(4S,5R)-2-(6-tert-Butyl-4-ethoxy-pyridin-3-yl)-4,5-bis-(4-chloro-phenyl)-4,5-dimethyl-4,5-dihydro-imidazole-1-carbonyl]-piperidin-4-ylamino}-N-(2,3-dihydroxy-propyl)-acetamide). RXN SMILES: [C:1]([C:5]1[N:10]=[CH:9][C:8]([C:11]2[N:12]([C:32]([N:34]3[CH2:39][CH2:38][CH:37]([NH:40][CH2:41][C:42](O)=[O:43])[CH2:36][CH2:35]3)=[O:33])[C@@:13]([C:25]3[CH:30]=[CH:29][C:28]([Cl:31])=[CH:27][CH:26]=3)([CH3:24])[C@@:14]([C:17]3[CH:22]=[CH:21][C:20]([Cl:23])=[CH:19][CH:18]=3)([CH3:16])[N:15]=2)=[C:7]([O:45][CH2:46][CH3:47])[CH:6]=1)([CH3:4])([CH3:3])[CH3:2].[OH:48][CH:49]([CH2:52][OH:53])[CH2:50][NH2:51]>>[C:1]([C:5]1[N:10]=[CH:9][C:8]([C:11]2[N:12]([C:32]([N:34]3[CH2:39][CH2:38][CH:37]([NH:40][CH2:41][C:42]([NH:51][CH2:50][CH:49]([OH:48])[CH2:52][OH:53])=[O:43])[CH2:36][CH2:35]3)=[O:33])[C@@:13]([C:25]3[CH:30]=[CH:29][C:28]([Cl:31])=[CH:27][CH:26]=3)([CH3:24])[C@@:14]([C:17]3[CH:18]=[CH:19][C:20]([Cl:23])=[CH:21][CH:22]=3)([CH3:16])[N:15]=2)=[C:7]([O:45][CH2:46][CH3:47])[CH:6]=1)([CH3:4])([CH3:2])[CH3:3]. Reported procedure: In a manner analogous to the method described in example 163, {1-[(4S,5R)-2-(6-tert-Butyl-4-ethoxy-pyridin-3-yl)-4,5-bis-(4-chloro-phenyl)-4,5-dimethyl-4,5-dihydro-imidazole-1-carbonyl]-piperidin-4-ylamino}-acetic acid (example 229) was reacted with N-(2,3-dihydroxy-propyl)-amine (Aldrich) to give the title compound as a mixture of diasteromers. HR-MS (ES, m/z) calculated for C39H51Cl2N6O5 [(M+H)+] 753.3293, observed 753.3293.